This data is from the Open Reaction Database (ORD), a public repository of structured organic reaction records. The task is: describe an organic reaction: reactants, conditions, products, and yield The reactants are O=C([O-])O, c1ccc(COc2cccc(C34CCNCC3Cc3cc5ccccc5nc3C4)c2)cc1, C1CCOC1, CC(=O)O, O=CC1CC1, [Na+], O. Yields the product c1ccc(COc2cccc(C34CCN(CC5CC5)CC3Cc3cc5ccccc5nc3C4)c2)cc1. Reaction SMILES: [C:42](=[O:43])([OH:44])[O-:45].[CH2:1]([c:2]1[cH:3][cH:4][cH:5][cH:6][cH:7]1)[O:8][c:9]1[cH:10][c:11]([C:15]23[CH2:16][CH2:17][NH:18][CH2:19][CH:20]2[CH2:21][c:22]2[c:23]([n:25][c:26]4[cH:27][cH:28][cH:29][cH:30][c:31]4[cH:32]2)[CH2:24]3)[cH:12][cH:13][cH:14]1.[CH2:47]1[O:48][CH2:49][CH2:50][CH2:51]1.[CH3:38][C:39](=[O:40])[OH:41].[CH:33]1([CH:36]=[O:37])[CH2:34][CH2:35]1.[Na+:46].[OH2:52]>>[CH2:1]([c:2]1[cH:3][cH:4][cH:5][cH:6][cH:7]1)[O:8][c:9]1[cH:10][c:11]([C:15]23[CH2:16][CH2:17][N:18]([CH2:36][CH:33]4[CH2:34][CH2:35]4)[CH2:19][CH:20]2[CH2:21][c:22]2[c:23]([n:25][c:26]4[cH:27][cH:28][cH:29][cH:30][c:31]4[cH:32]2)[CH2:24]3)[cH:12][cH:13][cH:14]1. The reactants are BrC1=CC=C(S1)CNC(OC(C)(C)C)=O (tert-butyl ((5-bromothiophen-2-yl)methyl)carbamate), ClC(C(=O)N[C@@H]([C@@H](C1=CC=C(C=C1)[Sn](C)(C)C)O)CF)Cl (2,2-dichloro-N-((1R,2S)-3-fluoro-1-hydroxy-1-(4-(trimethyl-stannyl)phenyl)propan-2-yl)acetamide), [F-].[Cs+] (cesium fluoride). Reagents/catalysts: [Cu](I)I (copper iodide), Cl[Pd]([P](C1=CC=CC=C1)(C2=CC=CC=C2)C3=CC=CC=C3)([P](C4=CC=CC=C4)(C5=CC=CC=C5)C6=CC=CC=C6)Cl (Pd(PPh3)2Cl2). Solvent: C1(=CC=CC=C1)C (toluene). Run at temperature 90 celsius. The product is ClC(C(=O)N[C@@H]([C@H](O)C1=CC=C(C=C1)C1=CC=C(S1)CNC(OC(C)(C)C)=O)CF)Cl (tert-butyl ((5-(4-((1R,2S)-2-(2,2-dichloroacetamido)-3-fluoro-1-hydroxypropyl)phenyl)thiophen-2-yl)methyl)carbamate). The yield is 63.1%. As a reaction SMILES: Br[C:2]1[S:6][C:5]([CH2:7][NH:8][C:9](=[O:15])[O:10][C:11]([CH3:14])([CH3:13])[CH3:12])=[CH:4][CH:3]=1.[Cl:16][CH:17]([Cl:36])[C:18]([NH:20][C@H:21]([CH2:34][F:35])[C@H:22]([OH:33])[C:23]1[CH:28]=[CH:27][C:26]([Sn](C)(C)C)=[CH:25][CH:24]=1)=[O:19].[F-].[Cs+]>C1(C)C=CC=CC=1.[Cu](I)I.Cl[Pd](Cl)([P](C1C=CC=CC=1)(C1C=CC=CC=1)C1C=CC=CC=1)[P](C1C=CC=CC=1)(C1C=CC=CC=1)C1C=CC=CC=1>[Cl:16][CH:17]([Cl:36])[C:18]([NH:20][C@H:21]([CH2:34][F:35])[C@@H:22]([C:23]1[CH:24]=[CH:25][C:26]([C:2]2[S:6][C:5]([CH2:7][NH:8][C:9](=[O:15])[O:10][C:11]([CH3:14])([CH3:13])[CH3:12])=[CH:4][CH:3]=2)=[CH:27][CH:28]=1)[OH:33])=[O:19] |f:2.3,^1:51,70|. Procedure: To a solution of tert-butyl ((5-bromothiophen-2-yl)methyl)carbamate (0.508 g, 1.74 mmol) and 2,2-dichloro-N-((1R,2S)-3-fluoro-1-hydroxy-1-(4-(trimethyl-stannyl)phenyl)propan-2-yl)acetamide (0.7 g, 1.58 mmol) in toluene (10 mL) is added cesium fluoride (0.478 g, 3.16 mmol) and copper iodide (30 mg, 0.158 mmol) and degassed with nitrogen for 30 minutes. To this mixture is added Pd(PPh3)2Cl2 (0.11 g, 0.16 mmol) and the mixture is heated to 90° C. for 26 hours. The solvent is evaporated in vacuo to ...